This data is from the Open Reaction Database (ORD), a public repository of structured organic reaction records. The task is: describe an organic reaction: reactants, conditions, products, and yield Starting materials: CC(=O)O[BH-](OC(C)=O)OC(C)=O, C1COCCN1, CCOC(C)=O, O=Cc1ccc(-c2ccc(C(CC3CCOCC3)c3ccc(S(=O)(=O)C4CC4)cc3)[nH]2)nc1, ClCCCl, [Na+]. Product: O=S(=O)(c1ccc(C(CC2CCOCC2)c2ccc(-c3ccc(CN4CCOCC4)cn3)[nH]2)cc1)C1CC1. Reaction SMILES: [C:40]([O:41][BH-:42]([O:43][C:44](=[O:45])[CH3:46])[O:47][C:48](=[O:49])[CH3:50])(=[O:51])[CH3:52].[CH2:34]1[CH2:35][O:36][CH2:37][CH2:38][NH:39]1.[CH3:58][CH2:59][O:60][C:61](=[O:62])[CH3:63].[CH:1]1([S:4](=[O:5])(=[O:6])[c:7]2[cH:8][cH:9][c:10]([CH:13]([CH2:14][CH:15]3[CH2:16][CH2:17][O:18][CH2:19][CH2:20]3)[c:21]3[cH:22][cH:23][c:24](-[c:26]4[cH:27][cH:28][c:29]([CH:32]=[O:33])[cH:30][n:31]4)[nH:25]3)[cH:11][cH:12]2)[CH2:2][CH2:3]1.[Cl:54][CH2:55][CH2:56][Cl:57].[Na+:53]>>[CH:1]1([S:4](=[O:5])(=[O:6])[c:7]2[cH:8][cH:9][c:10]([CH:13]([CH2:14][CH:15]3[CH2:16][CH2:17][O:18][CH2:19][CH2:20]3)[c:21]3[cH:22][cH:23][c:24](-[c:26]4[cH:27][cH:28][c:29]([CH2:32][N:39]5[CH2:34][CH2:35][O:36][CH2:37][CH2:38]5)[cH:30][n:31]4)[nH:25]3)[cH:11][cH:12]2)[CH2:2][CH2:3]1. The reactants are C1COCCO1, CCOC(C)=O, Cl, [Li+], [OH-], O, O, Cc1cc(NC(=O)c2ccc(Sc3ccc(NC(=O)OCC4c5ccccc5-c5ccccc54)cc3)c(Nc3ncnc4nc(C(C)C)ccc34)c2)sn1. Product: Cc1cc(NC(=O)c2ccc(Sc3ccc(N)cc3)c(Nc3ncnc4nc(C(C)C)ccc34)c2)sn1. RXN SMILES: [CH2:59]1[O:60][CH2:61][CH2:62][O:63][CH2:64]1.[CH3:66][CH2:67][O:68][C:69](=[O:70])[CH3:71].[ClH:58].[Li+:57].[OH-:56].[OH2:55].[OH2:65].[cH:1]1[c:2]2[c:14]([cH:15][cH:16][cH:54]1)-[c:9]1[c:8]([cH:13][cH:12][cH:11][cH:10]1)[CH:3]2[CH2:4][O:5][C:6](=[O:7])[NH:17][c:18]1[cH:19][cH:20][c:21]([S:24][c:25]2[c:26]([NH:40][c:41]3[c:42]4[c:43]([n:44][cH:45][n:46]3)[n:47][c:48]([CH:51]([CH3:52])[CH3:53])[cH:49][cH:50]4)[cH:27][c:28]([C:31]([NH:32][c:33]3[cH:34][c:35]([CH3:38])[n:36][s:37]3)=[O:39])[cH:29][cH:30]2)[cH:22][cH:23]1>>[NH2:17][c:18]1[cH:19][cH:20][c:21]([S:24][c:25]2[c:26]([NH:40][c:41]3[c:42]4[c:43]([n:44][cH:45][n:46]3)[n:47][c:48]([CH:51]([CH3:52])[CH3:53])[cH:49][cH:50]4)[cH:27][c:28]([C:31]([NH:32][c:33]3[cH:34][c:35]([CH3:38])[n:36][s:37]3)=[O:39])[cH:29][cH:30]2)[cH:22][cH:23]1. Reactants: OC1=C2CNC(C2=CC=C1)=O (4-hydroxy-2,3-dihydro-1H-isoindol-1-one), [N+](=O)([O-])C=1C=C(C(=O)Cl)C=CC1 (m-nitrobenzoyl chloride). The solvent is C(Cl)Cl (methylene chloride), C(C)N(CC)CC (triethylamine). Run at time 5 hour. Yields the product C1(NCC2=CC=CC=C12)=O (2,3-dihydro-1H-isoindol-1-one). Yield: 0.0%. Reaction SMILES: O[C:2]1[CH:10]=[CH:9][CH:8]=[C:7]2[C:3]=1[CH2:4][NH:5][C:6]2=[O:11].[N+](C1C=C(C=CC=1)C(Cl)=O)([O-])=O>C(Cl)Cl.C(N(CC)CC)C>[C:6]1(=[O:11])[C:7]2[C:3](=[CH:2][CH:10]=[CH:9][CH:8]=2)[CH2:4][NH:5]1. Procedure details: To a solution of 4-hydroxy isoindolinone 27 (0.100 gm, 0.67 mmol) in methylene chloride (5 ml) and triethylamine (0.2 ml), was added m-nitrobenzoyl chloride (0.125 gm, 0.67 mmol) at 0° C., and the reaction mixture was stirred at room temperature for 5 hr. After the usual workup, the resulting residue was purified by PTLC plate (solvent was 10% methanol-methylene chloride) to give 2,3-dihydro-1H-isoindol-1-one 32 (0.025 mg, 28%). Reactants: C1(CC=CC2=CC=CC=C12)=O (naphthalenone), ( c ), O1C(COC2=C3CCC(CC3=CC=C2)O)C1 (1,2,3,4-tetrahydro-5-[2,3-epoxy-propoxy]-2-naphthol), amine, epoxide, Example 3 ( b ), 5-hydroxy-3,4-dihydro-2(1 H)-naphthalenenone, C1(=CC=CC=2CC(CCC12)O)O (5,6,7,8-tetrahydro-1,6-naphthalenediol). Yields the product substituted amino, C1=C(C=CC2=CC=CC=C12)O (2-naphthol). Reaction SMILES: C1(=O)C2C(=CC=CC=2)C=CC1.[C:12]1(O)[C:21]2[CH2:20][CH2:19][CH:18]([OH:22])[CH2:17][C:16]=2[CH:15]=[CH:14][CH:13]=1.O1CC1COC1C=CC=C2C=1CCC(O)C2>>[CH:17]1[C:16]2[C:21](=[CH:12][CH:13]=[CH:14][CH:15]=2)[CH:20]=[CH:19][C:18]=1[OH:22]. Procedure details: Employing the procedure of Example 3 (a), but substituting a 6-alkoxy-1-tetralone as shown in the left hand (first) column of Table II for 6-methoxy-1-tetralone, a 6-alkoxy-1-naphthol is produced, which is converted as per Example 3 (b) to the corresponding 5-hydroxy-3,4-dihydro-2(1 H)-naphthalenenone shown in the middle column of Table II; employing the procedure of Example 3 (c) the naphthalenone is converted to the corresponding 5,6,7,8-tetrahydro-1,6-naphthalenediol which is reacted with an ...